Dataset: the Open Reaction Database (ORD), a public repository of structured organic reaction records. Task: describe an organic reaction: reactants, conditions, products, and yield The reactants are CN(C)c1ccncc1, COc1cc2nccc(Cl)c2cc1OC, [Na+], Cc1cccc(C(=O)c2ccc(O)cc2)c1, O=C([O-])O, Cc1ccccc1C. Product: COc1cc2nccc(Oc3ccc(C(=O)c4cccc(C)c4)cc3)c2cc1OC. Reaction SMILES: [CH3:45][N:46]([CH3:47])[c:48]1[cH:49][cH:50][n:51][cH:52][cH:53]1.[Cl:17][c:18]1[cH:19][cH:20][n:21][c:22]2[cH:23][c:24]([O:30][CH3:31])[c:25]([O:28][CH3:29])[cH:26][c:27]12.[Na+:32].[OH:1][c:2]1[cH:3][cH:4][c:5]([C:8](=[O:9])[c:10]2[cH:11][c:12]([CH3:16])[cH:13][cH:14][cH:15]2)[cH:6][cH:7]1.[OH:33][C:34](=[O:35])[O-:36].[c:37]1([CH3:38])[c:39]([CH3:40])[cH:41][cH:42][cH:43][cH:44]1>>[O:1]([c:2]1[cH:3][cH:4][c:5]([C:8](=[O:9])[c:10]2[cH:11][c:12]([CH3:16])[cH:13][cH:14][cH:15]2)[cH:6][cH:7]1)[c:18]1[cH:19][cH:20][n:21][c:22]2[cH:23][c:24]([O:30][CH3:31])[c:25]([O:28][CH3:29])[cH:26][c:27]12. Reactants: O=C([O-])O, CCCc1c(Cc2ccc(-c3ccccc3-c3noc(=O)[nH]3)cc2)c(=O)n(CC(O)C(F)(F)F)c2nc(C)nn12, CC#N, CCOC(C)=O, [Na+], [Na+], [Na+], O, O, O, O, O, O=S([O-])([O-])=S. The product is CCCc1c(Cc2ccc(-c3ccccc3-c3noc(=O)[nH]3)cc2)c(=O)n(CC(=O)C(F)(F)F)c2nc(C)nn12. As a reaction SMILES: [C:44](=[O:45])([O-:46])[OH:47].[CH3:1][c:2]1[n:3][n:4]2[c:5]([n:6]([CH2:33][CH:34]([C:35]([F:36])([F:37])[F:38])[OH:39])[c:7](=[O:32])[c:8]([CH2:13][c:14]3[cH:15][cH:16][c:17](-[c:20]4[c:21](-[c:26]5[n:27][o:28][c:29](=[O:31])[nH:30]5)[cH:22][cH:23][cH:24][cH:25]4)[cH:18][cH:19]3)[c:9]2[CH2:10][CH2:11][CH3:12])[n:40]1.[CH3:41][C:42]#[N:43].[CH3:61][CH2:62][O:63][C:64](=[O:65])[CH3:66].[Na+:48].[Na+:59].[Na+:60].[OH2:49].[OH2:50].[OH2:51].[OH2:52].[OH2:53].[S:54]([O-:55])([O-:56])(=[O:57])=[S:58]>>[CH3:1][c:2]1[n:3][n:4]2[c:5]([n:6]([CH2:33][C:34]([C:35]([F:36])([F:37])[F:38])=[O:39])[c:7](=[O:32])[c:8]([CH2:13][c:14]3[cH:15][cH:16][c:17](-[c:20]4[c:21](-[c:26]5[n:27][o:28][c:29](=[O:31])[nH:30]5)[cH:22][cH:23][cH:24][cH:25]4)[cH:18][cH:19]3)[c:9]2[CH2:10][CH2:11][CH3:12])[n:40]1. Procedure: A solution of 3-[(diethylamino)-methyl]piperidine (4.6 g, 0.027 mol) in dry dimethylformamide (10 ml) is added dropwise over 2 hours to a suspension of 11-chloroacetyl-5,11-dihydro-6H-pyrido[2,3-b][1,4]benzodiazepin-6-one (5.2 g, 0.0181 mol) in anhydrous dimethylformamide (25 ml), then the resulting mixture is stirred for a further 6 hours at ambient temperature and left to stand overnight. The mixture is stirred into ice (200 g), made alkaline with postassium carbonate and extracted exhaustivel... RXN SMILES: [CH2:1]([N:3]([CH2:6][CH:7]1[CH2:12][CH2:11][CH2:10][NH:9][CH2:8]1)[CH2:4][CH3:5])[CH3:2].Cl[CH2:14][C:15]([N:17]1[C:23]2[CH:24]=[CH:25][CH:26]=[CH:27][C:22]=2[C:21](=[O:28])[NH:20][C:19]2[CH:29]=[CH:30][CH:31]=[N:32][C:18]1=2)=[O:16].C(=O)([O-])[O-]>CN(C)C=O>[CH2:1]([N:3]([CH2:6][CH:7]1[CH2:12][CH2:11][CH2:10][N:9]([CH2:14][C:15]([N:17]2[C:23]3[CH:24]=[CH:25][CH:26]=[CH:27][C:22]=3[C:21](=[O:28])[NH:20][C:19]3[CH:29]=[CH:30][CH:31]=[N:32][C:18]2=3)=[O:16])[CH2:8]1)[CH2:4][CH3:5])[CH3:2]. Run at time 6 hour. Solvent: CN(C=O)C (dimethylformamide), CN(C=O)C (dimethylformamide). The product is C(C)N(CC)CC1CN(CCC1)CC(=O)N1C2=C(NC(C3=C1C=CC=C3)=O)C=CC=N2 (11-[[3-[(Diethylamino)methyl]-1-piperidinyl]acetyl]-5,11-dihydro-6H-pyrido[2,3-b][1,4]benzodiazepin-6-one). The reactants are C(C)N(CC)CC1CNCCC1 (3-[(diethylamino)-methyl]piperidine), ClCC(=O)N1C2=C(NC(C3=C1C=CC=C3)=O)C=CC=N2 (11-chloroacetyl-5,11-dihydro-6H-pyrido[2,3-b][1,4]benzodiazepin-6-one), C([O-])([O-])=O (carbonate), ice. Reactants: C1(=CC=CC=C1)C1CNCCO1 (2-Phenylmorpholine), BrC1=CC=C(C=C1)C(C)=O (4′-Bromoacetophenone). Run in C(Cl)Cl (methylene chloride), ClC(C)Cl (dichloroethane). Product: BrC1=CC=C(C=C1)C(C)N1CC(OCC1)C1=CC=CC=C1 (4-[1-(4-Bromo-phenyl)-ethyl]-2-phenyl-morpholine). RXN SMILES: [C:1]1([CH:7]2[O:12][CH2:11][CH2:10][NH:9][CH2:8]2)[CH:6]=[CH:5][CH:4]=[CH:3][CH:2]=1.[Br:13][C:14]1[CH:19]=[CH:18][C:17]([C:20](=O)[CH3:21])=[CH:16][CH:15]=1>ClC(Cl)C.C(Cl)Cl>[Br:13][C:14]1[CH:19]=[CH:18][C:17]([CH:20]([N:9]2[CH2:10][CH2:11][O:12][CH:7]([C:1]3[CH:2]=[CH:3][CH:4]=[CH:5][CH:6]=3)[CH2:8]2)[CH3:21])=[CH:16][CH:15]=1. Reported procedure: The above compound could be made the following way: 1 eq. of 2-Phenylmorpholine (Array) in dichloroethane could be combined with 1.2 eq. 4′-Bromoacetophenone (Aldrich) and stirred overnight at room temperature. 1.5 eq. borane-pyridine complex could be added and the reaction stirred for several hours. The reaction mixture could be diluted with methylene chloride and washed with water and brine. The organics could be dried over sodium sulfate and purified by column chromatography.